This data is from the Open Reaction Database (ORD), a public repository of structured organic reaction records. The task is: describe an organic reaction: reactants, conditions, products, and yield Reactants: CC1(C)OCc2cc(C3CN(CCCCCCOCCO)C(=O)O3)ccc2O1, [H-], O=[N+]([O-])c1cccc(CBr)c1, [Na+], O=P([O-])([O-])[O-], CN(C)C=O. RXN SMILES: [CH3:1][C:2]1([CH3:28])[O:3][CH2:4][c:5]2[c:6]([cH:8][cH:9][c:10]([CH:12]3[CH2:13][N:14]([CH2:18][CH2:19][CH2:20][CH2:21][CH2:22][CH2:23][O:24][CH2:25][CH2:26][OH:27])[C:15](=[O:17])[O:16]3)[cH:11]2)[O:7]1.[H-:29].[N+:31](=[O:32])([O-:33])[c:34]1[cH:35][c:36]([CH2:37][Br:38])[cH:39][cH:40][cH:41]1.[Na+:30].[O-:42][P:43](=[O:44])([O-:45])[O-:46].[O:47]=[CH:48][N:49]([CH3:50])[CH3:51]>>[CH3:1][C:2]1([CH3:28])[O:3][CH2:4][c:5]2[c:6]([cH:8][cH:9][c:10]([CH:12]3[CH2:13][N:14]([CH2:18][CH2:19][CH2:20][CH2:21][CH2:22][CH2:23][O:24][CH2:25][CH2:26][O:27][CH2:37][c:36]4[cH:35][c:34]([N+:31](=[O:32])[O-:33])[cH:41][cH:40][cH:39]4)[C:15](=[O:17])[O:16]3)[cH:11]2)[O:7]1. Product: CC1(C)OCc2cc(C3CN(CCCCCCOCCOCc4cccc([N+](=O)[O-])c4)C(=O)O3)ccc2O1. The reactants are CO, COC(=O)C=C1c2ccccc2N(C(=O)c2ccc(NC(=O)c3ccccc3-c3ccccc3)cc2)CCC1(F)F, [Li+], [OH-], O. The product is O=C(O)C=C1c2ccccc2N(C(=O)c2ccc(NC(=O)c3ccccc3-c3ccccc3)cc2)CCC1(F)F. RXN SMILES: [CH3:45][OH:46].[F:1][C:2]1([F:41])[CH2:3][CH2:4][N:5]([C:18]([c:19]2[cH:20][cH:21][c:22]([NH:25][C:26]([c:27]3[c:28](-[c:33]4[cH:34][cH:35][cH:36][cH:37][cH:38]4)[cH:29][cH:30][cH:31][cH:32]3)=[O:39])[cH:23][cH:24]2)=[O:40])[c:6]2[c:7]([cH:14][cH:15][cH:16][cH:17]2)[C:8]1=[CH:9][C:10](=[O:11])[O:12][CH3:13].[Li+:44].[OH-:43].[OH2:42]>>[F:1][C:2]1([F:41])[CH2:3][CH2:4][N:5]([C:18]([c:19]2[cH:20][cH:21][c:22]([NH:25][C:26]([c:27]3[c:28](-[c:33]4[cH:34][cH:35][cH:36][cH:37][cH:38]4)[cH:29][cH:30][cH:31][cH:32]3)=[O:39])[cH:23][cH:24]2)=[O:40])[c:6]2[c:7]([cH:14][cH:15][cH:16][cH:17]2)[C:8]1=[CH:9][C:10](=[O:11])[OH:12]. Solvent: CCOCC (ether). Reaction SMILES: [CH2:1]([N:4]([CH2:18][CH2:19][CH3:20])[CH:5]1[CH2:14][C:13]2[C:8]3=[C:9]([CH2:15][C:16](=O)[N:7]3[CH2:6]1)[CH:10]=[CH:11][CH:12]=2)[CH2:2][CH3:3].[H-].[Al+3].[Li+].[H-].[H-].[H-]>CCOCC>[CH2:18]([N:4]([CH2:1][CH2:2][CH3:3])[CH:5]1[CH2:14][C:13]2[C:8]3=[C:9]([CH2:15][CH2:16][N:7]3[CH2:6]1)[CH:10]=[CH:11][CH:12]=2)[CH2:19][CH3:20] |f:1.2.3.4.5.6|. Procedure details: A mixture of 5-(dipropylamino)-5,6-dihydro-4H-pyrrolo[3,2,1-ij]quinolin-2(1H)-one (0.75 g) and lithium aluminum hydride (0.21 g) was stirred in ether (20 mL) for 45 minutes. The reaction was quenched with methanol, evaporated and partitioned between ethyl acetate and water. Evaporation of the ethyl gave an oil which was chromatographed on silica gel using ethyl acetate:hexane (1:20) as eluant to give, as the first compound eluted from the column 0.27 g of 5,6-dihydro-N,N-dipropyl-4H-pyrrolo[3,2,... Yields the product C(CC)N(C1CN2C3=C(C=CC=C3C1)CC2)CCC (1,2,5,6-tetrahydro-N,N-dipropyl-4H-pyrrolo[3,2,1-ij]quinolin-5-amine). The reactants are C(CC)N(C1CN2C3=C(C=CC=C3C1)CC2=O)CCC (5-(dipropylamino)-5,6-dihydro-4H-pyrrolo[3,2,1-ij]quinolin-2(1H)-one), [H-].[Al+3].[Li+].[H-].[H-].[H-] (lithium aluminum hydride). Yield: 47.8%. The reactants are O=S1(CCN(CC1)C(=O)C=1NC2=CC=C(C=C2C1)OC1CCN(CC1)C(C)C)=O ((1,1-Dioxo-thiomorpholin-4-yl)-[5-(1-isopropyl-piperidin-4-yloxy)-1H-indol-2-yl]-methanone), C(C)(C)CS(=O)(=O)[O-] (isopropyl-methanesulfonate), C([O-])([O-])=O.[Cs+].[Cs+] (cesium carbonate). Run in CN(C=O)C (dimethylformamide). Reaction conditions: temperature 95 celsius, time 22 hour. Product: O=S1(CCN(CC1)C(=O)C=1N(C2=CC=C(C=C2C1)OC1CCN(CC1)C(C)C)C(C)C)=O ((1,1-Dioxo-thiomorpholin-4-yl)-[1-isopropyl-5-(1-isopropyl-piperidin-4-yloxy)-1H-indol-2-yl]-methanone). Isolated yield 47.3%. RXN SMILES: [O:1]=[S:2]1(=[O:29])[CH2:7][CH2:6][N:5]([C:8]([C:10]2[NH:11][C:12]3[C:17]([CH:18]=2)=[CH:16][C:15]([O:19][CH:20]2[CH2:25][CH2:24][N:23]([CH:26]([CH3:28])[CH3:27])[CH2:22][CH2:21]2)=[CH:14][CH:13]=3)=[O:9])[CH2:4][CH2:3]1.[CH:30](CS([O-])(=O)=O)([CH3:32])[CH3:31].C(=O)([O-])[O-].[Cs+].[Cs+]>CN(C)C=O>[O:29]=[S:2]1(=[O:1])[CH2:7][CH2:6][N:5]([C:8]([C:10]2[N:11]([CH:30]([CH3:32])[CH3:31])[C:12]3[C:17]([CH:18]=2)=[CH:16][C:15]([O:19][CH:20]2[CH2:25][CH2:24][N:23]([CH:26]([CH3:27])[CH3:28])[CH2:22][CH2:21]2)=[CH:14][CH:13]=3)=[O:9])[CH2:4][CH2:3]1 |f:2.3.4|. Reported procedure: To a mixture of (1,1-dioxo-thiomorpholin-4-yl)-[5-(1-isopropyl-piperidin-4-yloxy)-1H-indol-2-yl]-methanone (Example 2, 100 mg, 1.0 eq.) and isopropyl-methanesulfonate (67 mg, 2.0 eq.) in dimethylformamide (4 mL) was added cesium carbonate (156 mg, 2.0 eq.). The solution was stirred 22 h at 95° C. The reaction mixture was concentrated in vacuo and the residue partitioned between water and methyl-tert-butylether. The aqueous layer was extracted with methyl-tert-butylether. The combined organic lay... Reactants: C(C)OC(CC(CBr)=O)=O (4-bromo-3-ketobutyric acid ethyl ester), C(=O)[O-].[Na+] (sodium formate). Solvent: CO (methanol). Product: C(C)OC(CC(CO)=O)=O (4-hydroxy-3-ketobutyric acid ethyl ester). As a reaction SMILES: [CH2:1]([O:3][C:4](=[O:10])[CH2:5][C:6](=[O:9])[CH2:7]Br)[CH3:2].C([O-])=[O:12].[Na+]>CO>[CH2:1]([O:3][C:4](=[O:10])[CH2:5][C:6](=[O:9])[CH2:7][OH:12])[CH3:2] |f:1.2|. Reported procedure: To a solution of 4-bromo-3-ketobutyric acid ethyl ester (2a) (21 g, 0.10 moles) in methanol dried prior to use with Molecular Sieves is added sodium formate (10.2 g, 0.15 moles), and the mixture is refluxed for 1 hour. The reaction mixture is concentrated under reduced pressure to remove the solvent. The residue is extracted with chloroform. The extract is purified by silica gel column chromatography (eluting solvent=benzene/ethyl acetate (2:1)) to give the title compound (3a). Yield: 7.34 g, 50... Starting materials: CC(C)O, O=[N+]([O-])c1cnc2ccsc2c1Cl, N. The product is Nc1c([N+](=O)[O-])cnc2ccsc12. As a reaction SMILES: [CH3:15][CH:16]([OH:17])[CH3:18].[Cl:1][c:2]1[c:3]2[c:4]([n:5][cH:6][c:7]1[N+:8](=[O:9])[O-:10])[cH:11][cH:12][s:13]2.[NH3:14]>>[c:2]1([NH2:14])[c:3]2[c:4]([n:5][cH:6][c:7]1[N+:8](=[O:9])[O-:10])[cH:11][cH:12][s:13]2. Starting materials: Cl.COC(CCCCCN)=O (Methyl-6-aminohexanoate hydrochloride), ClC1=C(C(=CC=C1)F)C1=NOC(=C1C(=O)Cl)C (3-(2-chloro-6-fluorophenyl)-5-methylisoxazol-4-oyl chloride). Product: COC(CCCCCNC(=O)C=1C(=NOC1C)C1=C(C=CC=C1F)Cl)=O (Methyl-N-(3-[2-Chloro-6-Fluorophenyl]-5-Methylisoxazol-4-oyl)-6-Aminohexanoate). The yield is 303.4%. As a reaction SMILES: Cl.[CH3:2][O:3][C:4](=[O:11])[CH2:5][CH2:6][CH2:7][CH2:8][CH2:9][NH2:10].[Cl:12][C:13]1[CH:18]=[CH:17][CH:16]=[C:15]([F:19])[C:14]=1[C:20]1[C:24]([C:25](Cl)=[O:26])=[C:23]([CH3:28])[O:22][N:21]=1>>[CH3:2][O:3][C:4](=[O:11])[CH2:5][CH2:6][CH2:7][CH2:8][CH2:9][NH:10][C:25]([C:24]1[C:20]([C:14]2[C:15]([F:19])=[CH:16][CH:17]=[CH:18][C:13]=2[Cl:12])=[N:21][O:22][C:23]=1[CH3:28])=[O:26] |f:0.1|. Procedure: Methyl-6-aminohexanoate hydrochloride (349 mg, 1.92 mmol) and 3-(2-chloro-6-fluorophenyl)-5-methylisoxazol-4-oyl chloride (527 mg, 1.92 mmol) were converted to 2.23 g of the title compound by the procedure of Preparation 10. (100%). EA calculated for: C18H20N2O4ClF: C, 56.48; H, 5.27; N, 7.32. Found: C, 56.66; H, 5.20; N, 7.07. MS(FD) m/z 382.2 (M+).